From a dataset of the Open Reaction Database (ORD), a public repository of structured organic reaction records. describe an organic reaction: reactants, conditions, products, and yield Reactants: ClCCl, CN(C)C(=O)Cl, COc1cc(N)c(Cl)cc1C(=O)NCC1CN(CC2CCNCC2)CCO1. Product: COc1cc(N)c(Cl)cc1C(=O)NCC1CN(CC2CCN(C(=O)N(C)C)CC2)CCO1. RXN SMILES: [CH2:34]([Cl:35])[Cl:36].[CH3:28][N:29]([C:30](=[O:31])[Cl:32])[CH3:33].[NH2:1][c:2]1[cH:3][c:4]([O:26][CH3:27])[c:5]([C:6](=[O:7])[NH:8][CH2:9][CH:10]2[O:11][CH2:12][CH2:13][N:14]([CH2:16][CH:17]3[CH2:18][CH2:19][NH:20][CH2:21][CH2:22]3)[CH2:15]2)[cH:23][c:24]1[Cl:25]>>[NH2:1][c:2]1[cH:3][c:4]([O:26][CH3:27])[c:5]([C:6](=[O:7])[NH:8][CH2:9][CH:10]2[O:11][CH2:12][CH2:13][N:14]([CH2:16][CH:17]3[CH2:18][CH2:19][N:20]([C:30]([N:29]([CH3:28])[CH3:33])=[O:31])[CH2:21][CH2:22]3)[CH2:15]2)[cH:23][c:24]1[Cl:25]. The reactants are C(C)(C)NCCN (N-isopropylethylenediamine), N#CBr (cyanogen bromide). Solvent: CO (methanol), CO (methanol). Conditions: temperature 80 celsius. The product is Br.C(C)(C)N1C(=NCC1)N (1-Isopropyl-4,5-dihydro-1H-imidazol-2-amine hydrobromide). Isolated yield 51.5%. As a reaction SMILES: [CH:1]([NH:4][CH2:5][CH2:6][NH2:7])([CH3:3])[CH3:2].[N:8]#[C:9][Br:10]>CO>[BrH:10].[CH:1]([N:4]1[CH2:5][CH2:6][N:7]=[C:9]1[NH2:8])([CH3:3])[CH3:2] |f:3.4|. Procedure details: A solution of N-isopropylethylenediamine (10.0 g, 0.097 mol) in methanol (10 ml) was cooled to 0° C. and treated dropwise with a solution of cyanogen bromide (10.37 g, 0.098 mol) in methanol (25 ml) while maintaining the temperature below 10° C. The reaction mixture was then heated to 80° C. for 45 min, cooled and concentrated under reduced pressure. Crystallization of the residue from cold ethanol gave 10.4 g (50% yield) of the title product as white crystals; mp 154-155° C. 1HNMR 400 MHz (CDCl... The reactants are OC=1C=C(C(=O)OCC)C=CC1OC (Ethyl 3-hydroxy-4-methoxybenzoate), N(=NC(=O)OC(C)C)C(=O)OC(C)C (diisopropyl azodicarboxylate), CC1=C(CO)C(=CC=C1)C (2,6-Dimethylbenzyl alcohol), C1(=CC=CC=C1)P(C1=CC=CC=C1)C1=CC=CC=C1 (triphenylphosphine). Solvent: C1CCOC1 (THF), C1CCOC1 (THF). The product is CC1=C(COC=2C=C(C(=O)OCC)C=CC2OC)C(=CC=C1)C (Ethyl 3-(2,6-dimethylbenzyloxy)-4-methoxybenzoate). Reaction SMILES: [OH:1][C:2]1[CH:3]=[C:4]([CH:10]=[CH:11][C:12]=1[O:13][CH3:14])[C:5]([O:7][CH2:8][CH3:9])=[O:6].N(C(OC(C)C)=O)=NC(OC(C)C)=O.[CH3:29][C:30]1[CH:37]=[CH:36][CH:35]=[C:34]([CH3:38])[C:31]=1[CH2:32]O.C1(P(C2C=CC=CC=2)C2C=CC=CC=2)C=CC=CC=1>C1COCC1>[CH3:29][C:30]1[CH:37]=[CH:36][CH:35]=[C:34]([CH3:38])[C:31]=1[CH2:32][O:1][C:2]1[CH:3]=[C:4]([CH:10]=[CH:11][C:12]=1[O:13][CH3:14])[C:5]([O:7][CH2:8][CH3:9])=[O:6]. Procedure details: A solution of Ethyl 3-hydroxy-4-methoxybenzoate (Step A, 9.10 g, 46.4 mmol) and diisopropyl azodicarboxylate (DIAD, 10.23 g, 50 mmol) in dry THF (20 ml) was added drop wise to a solution of 2,6-Dimethylbenzyl alcohol (6.94 g, 51 mmol) and triphenylphosphine (TPP, 13.27 g, 50 mmol) in dry THF (60 ml) at 0° C. under argon. The reaction mixture was warmed to room temperature for 4 hours or until all the starting material is consumed, diluted with ether and washed with water (2×). The organic layer ...